From a dataset of the Open Reaction Database (ORD), a public repository of structured organic reaction records. describe an organic reaction: reactants, conditions, products, and yield Reactants: C(C)(C)(C)C=1C=C(C=O)C=C(C1O)C(C)(C)C (3,5-di-tert-butyl-4-hydroxybenzaldehyde), N1C(CC2=CC=CC=C12)=O (2-oxindole), C1(=CC=C(C=C1)S(=O)(=O)O)C (p-toluene sulfonic acid). The solvent is C1(=CC=CC=C1)C (toluene). The product is CC(C)(C)C=1C=C(C=C(C1O)C(C)(C)C)C=C1C(NC2=CC=CC=C12)=O (3-[[3,5-bis(1,1-dimethylethyl)-4-hydroxyphenyl]methylene]1,3,-dihydro-2H-indole-2-one). Isolated yield 43.2%. RXN SMILES: [C:1]([C:5]1[CH:6]=[C:7]([CH:10]=[C:11]([C:14]([CH3:17])([CH3:16])[CH3:15])[C:12]=1[OH:13])[CH:8]=O)([CH3:4])([CH3:3])[CH3:2].[NH:18]1[C:26]2[C:21](=[CH:22][CH:23]=[CH:24][CH:25]=2)[CH2:20][C:19]1=[O:27].C1(C)C=CC(S(O)(=O)=O)=CC=1>C1(C)C=CC=CC=1>[CH3:4][C:1]([C:5]1[CH:6]=[C:7]([CH:8]=[C:20]2[C:21]3[C:26](=[CH:25][CH:24]=[CH:23][CH:22]=3)[NH:18][C:19]2=[O:27])[CH:10]=[C:11]([C:14]([CH3:17])([CH3:16])[CH3:15])[C:12]=1[OH:13])([CH3:2])[CH3:3]. Procedure: A mixture of 3,5-di-tert-butyl-4-hydroxybenzaldehyde (5.28 g; 22.5 mmol), 2-oxindole (3.0 g; 22.5 mmol), and p-toluene sulfonic acid (0.25 g) in toluene (100 ml) is heated under reflux for 18 hours. The reaction mixture is cooled and filtered. The residue is washed with ether and dried @80° C. under vacuum for 18 hours to give 3.4 g (43.2%) of a yellow solid, mp 224°-225° C. (lit. mp 227° C.*).